From a dataset of the Open Reaction Database (ORD), a public repository of structured organic reaction records. describe an organic reaction: reactants, conditions, products, and yield The reactants are N1(C)C(=O)N(C)C=2N=CN(C2C1=O)CC(N)=NO (2-(theophyllin-7-yl)-acetamidoxime), C[O-].[Na+] (sodium methylate), C(C)(=O)OCC (ethyl acetate). Run in CO (methanol). Product: CC1=NC(=NO1)CN1C=NC=2N(C(N(C)C(C12)=O)=O)C (7-[(5-methyl-1,2,4-oxadiazol-3-yl)-methyl]-theophylline). Yield: 87.0%. Reaction SMILES: [N:1]1([C:12](=[O:13])[C:11]2[N:10]([CH2:14][C:15](=[N:17][OH:18])[NH2:16])[CH:9]=[N:8][C:7]=2[N:5]([CH3:6])[C:3]1=[O:4])[CH3:2].C[O-].[Na+].[C:22](OCC)(=O)[CH3:23]>CO>[CH3:22][C:23]1[O:18][N:17]=[C:15]([CH2:14][N:10]2[C:11]3[C:12](=[O:13])[N:1]([CH3:2])[C:3](=[O:4])[N:5]([CH3:6])[C:7]=3[N:8]=[CH:9]2)[N:16]=1 |f:1.2|. Procedure: 5.04 g. of 2-(theophyllin-7-yl)-acetamidoxime, 2.16 g. of sodium methylate and 10 cm3 ethyl acetate are heated under shaking and under pressure in 150 cm3 methanol at 100° C. for 8.5 hours. After processing 4.8 g. (87% yield) of 7-[(5-methyl-1,2,4-oxadiazol-3-yl)-methyl]-theophylline are obtained. M.p.: 135°-136° C. Reactants: CC(=O)O, COc1ccccc1C1CC(=O)CC(=O)C1, CN(C)c1ccccn1, CN(C)C=O, C(=NC1CCCCC1)=NC1CCCCC1. The product is COc1ccccc1C1CC(=O)C(C(C)=O)C(=O)C1. RXN SMILES: [CH3:17][C:18]([OH:19])=[O:20].[CH3:1][O:2][c:3]1[c:4]([CH:9]2[CH2:10][C:11](=[O:16])[CH2:12][C:13](=[O:15])[CH2:14]2)[cH:5][cH:6][cH:7][cH:8]1.[CH3:21][N:22]([c:23]1[cH:24][cH:25][cH:26][cH:27][n:28]1)[CH3:29].[CH3:45][N:46]([CH3:47])[CH:48]=[O:49].[CH:30]1([N:31]=[C:32]=[N:33][CH:34]2[CH2:35][CH2:36][CH2:37][CH2:38][CH2:39]2)[CH2:40][CH2:41][CH2:42][CH2:43][CH2:44]1>>[CH3:1][O:2][c:3]1[c:4]([CH:9]2[CH2:10][C:11](=[O:16])[CH:12]([C:18]([CH3:17])=[O:19])[C:13](=[O:15])[CH2:14]2)[cH:5][cH:6][cH:7][cH:8]1. Starting materials: Oc1ccccc1Br, Cc1ccccc1, CO. The product is O=Cc1cccc(Br)c1O. RXN SMILES: [Br:1][c:2]1[c:3]([OH:8])[cH:4][cH:5][cH:6][cH:7]1.[CH3:11][c:12]1[cH:13][cH:14][cH:15][cH:16][cH:17]1.[CH3:9][OH:10]>>[Br:1][c:2]1[c:3]([OH:8])[c:4]([CH:9]=[O:10])[cH:5][cH:6][cH:7]1. Reactants: CCO, Cc1ccc([N+](=O)[O-])cc1CC(=O)N1CC=C(c2c[nH]c3cc(Cl)ccc23)CC1, N, C1CCOC1, O, O, Cl[Sn]Cl. Product: Cc1ccc(N)cc1CC(=O)N1CC=C(c2c[nH]c3cc(Cl)ccc23)CC1. As a reaction SMILES: [CH3:41][CH2:42][OH:43].[Cl:1][c:2]1[cH:3][cH:4][c:5]2[c:6]([C:11]3=[CH:16][CH2:15][N:14]([C:17]([CH2:18][c:19]4[c:20]([CH3:28])[cH:21][cH:22][c:23]([N+:25]([O-:26])=[O:27])[cH:24]4)=[O:29])[CH2:13][CH2:12]3)[cH:7][nH:8][c:9]2[cH:10]1.[NH3:35].[O:36]1[CH2:37][CH2:38][CH2:39][CH2:40]1.[OH2:30].[OH2:31].[Sn:32]([Cl:33])[Cl:34]>>[Cl:1][c:2]1[cH:3][cH:4][c:5]2[c:6]([C:11]3=[CH:16][CH2:15][N:14]([C:17]([CH2:18][c:19]4[c:20]([CH3:28])[cH:21][cH:22][c:23]([NH2:25])[cH:24]4)=[O:29])[CH2:13][CH2:12]3)[cH:7][nH:8][c:9]2[cH:10]1. Product: FC=1C=C(C=CC1C(F)(F)F)C1=CN=CC=2C(CCC12)OC(CC)=O ((rac)-Propionic acid 4-(3-fluoro-4-trifluoromethyl-phenyl)-6,7-dihydro-5H-[2]pyrindin-7-yl ester). Run at time 15 hour. Procedure details: A solution of (rac)-4-(3-fluoro-4-(trifluoromethyl)phenyl)-6,7-dihydro-5H-cyclopenta[c]pyridin-7-ol (example 82) (24 mg, 0.081 mmol) and N,N-diisopropylethylamine (0.028 mL, 0.162 mmol) in DMF (0.2 mL) was treated with propionyl chloride (0.021 mL, 0.243 mmol) and the reaction mixture stirred at room temperature. After 15 h, another aliquot of propionyl chloride (0.021 mL, 0.243 mmol) was added, the temperature increased to 50° C. and stirring continued for 2 h. The crude reaction mixture was po... As a reaction SMILES: [F:1][C:2]1[CH:3]=[C:4]([C:12]2[C:13]3[CH2:20][CH2:19][CH:18]([OH:21])[C:14]=3[CH:15]=[N:16][CH:17]=2)[CH:5]=[CH:6][C:7]=1[C:8]([F:11])([F:10])[F:9].C(N(CC)C(C)C)(C)C.[C:31](Cl)(=[O:34])[CH2:32][CH3:33].[OH-].[Na+]>CN(C=O)C>[F:1][C:2]1[CH:3]=[C:4]([C:12]2[C:13]3[CH2:20][CH2:19][CH:18]([O:21][C:31](=[O:34])[CH2:32][CH3:33])[C:14]=3[CH:15]=[N:16][CH:17]=2)[CH:5]=[CH:6][C:7]=1[C:8]([F:11])([F:10])[F:9] |f:3.4|. Starting materials: solution, [OH-].[Na+] (sodium hydroxide), C(CC)(=O)Cl (propionyl chloride), FC=1C=C(C=CC1C(F)(F)F)C=1C2=C(C=NC1)C(CC2)O ((rac)-4-(3-Fluoro-4-(trifluoromethyl)phenyl)-6,7-dihydro-5H-cyclopenta[c]pyridin-7-ol), C(C)(C)N(C(C)C)CC (N,N-diisopropylethylamine), C(CC)(=O)Cl (propionyl chloride). Solvent: CN(C)C=O (DMF). Yield: 11.2%. The reactants are CC(C(=O)OCC)(CCCCCCCCBr)C (Ethyl 2,2-dimethyl-10-bromodecanoate), ClC1=CC=C(C=C1)S(=O)(=O)N (4-chlorobenzenesulphonamide), C([O-])([O-])=O.[K+].[K+] (potassium carbonate). Yields the product C(C)OC(C(CCCCCCCCNS(=O)(=O)C1=CC=C(C=C1)Cl)(C)C)=O (Ethyl-10-(4-chlorobenzenesulphonamido)-2,2-dimethyldecanoate). The yield is 47.8%. As a reaction SMILES: [CH3:1][C:2]([CH3:17])([CH2:8][CH2:9][CH2:10][CH2:11][CH2:12][CH2:13][CH2:14][CH2:15]Br)[C:3]([O:5][CH2:6][CH3:7])=[O:4].[Cl:18][C:19]1[CH:24]=[CH:23][C:22]([S:25]([NH2:28])(=[O:27])=[O:26])=[CH:21][CH:20]=1.C(=O)([O-])[O-].[K+].[K+]>>[CH2:6]([O:5][C:3](=[O:4])[C:2]([CH3:17])([CH3:1])[CH2:8][CH2:9][CH2:10][CH2:11][CH2:12][CH2:13][CH2:14][CH2:15][NH:28][S:25]([C:22]1[CH:21]=[CH:20][C:19]([Cl:18])=[CH:24][CH:23]=1)(=[O:27])=[O:26])[CH3:7] |f:2.3.4|. Procedure: Ethyl 2,2-dimethyl-10-bromodecanoate (2.2 g, 0.007 mol) was treated with 4-chlorobenzenesulphonamide (2.6 g, 0.014 mol) and potassium carbonate by the method described in Example 5(ii) to give title compound (1.4 g) as an oil. Starting materials: FC1=C(C(=O)NC=2C=C3C(=NC2)N(C=C3C#CCOC)S(=O)(=O)C3=CC=CC=C3)C(=CC=C1NS(=O)(=O)CCC)F (2,6-difluoro-N-(3-(3-methoxyprop-1-ynyl)-1-(phenylsulfonyl)-1H-pyrrolo[2,3-b]pyridin-5-yl)-3-(propylsulfonamido)benzamide), CN(CC#CC1=CC=2C(=NC=C(C2)NC(C2=C(C(=CC=C2F)NS(=O)(=O)CCC)F)=O)N1)C (N-(2-(3-(dimethylamino)prop-1-ynyl)-1H-pyrrolo[2,3-b]pyridin-5-yl)-2,6-difluoro-3-(propylsulfonamido)benzamide). The product is FC1=C(C(=O)NC=2C=C3C(=NC2)NC=C3CCCOC)C(=CC=C1NS(=O)(=O)CCC)F (2,6-Difluoro-N-(3-(3-methoxypropyl)-1H-pyrrolo[2,3-b]pyridin-5-yl)-3-(propylsulfonamido)benzamide). Isolated yield 90.0%. RXN SMILES: [F:1][C:2]1[C:33]([NH:34][S:35]([CH2:38][CH2:39][CH3:40])(=[O:37])=[O:36])=[CH:32][CH:31]=[C:30]([F:41])[C:3]=1[C:4]([NH:6][C:7]1[CH:8]=[C:9]2[C:15]([C:16]#[C:17][CH2:18][O:19][CH3:20])=[CH:14][N:13](S(C3C=CC=CC=3)(=O)=O)[C:10]2=[N:11][CH:12]=1)=[O:5].CN(C)CC#CC1NC2=NC=C(NC(=O)C3C(F)=CC=C(NS(CCC)(=O)=O)C=3F)C=C2C=1>>[F:1][C:2]1[C:33]([NH:34][S:35]([CH2:38][CH2:39][CH3:40])(=[O:36])=[O:37])=[CH:32][CH:31]=[C:30]([F:41])[C:3]=1[C:4]([NH:6][C:7]1[CH:8]=[C:9]2[C:15]([CH2:16][CH2:17][CH2:18][O:19][CH3:20])=[CH:14][NH:13][C:10]2=[N:11][CH:12]=1)=[O:5]. Procedure details: 2,6-Difluoro-N-(3-(3-methoxypropyl)-1H-pyrrolo[2,3-b]pyridin-5-yl)-3-(propylsulfonamido)benzamide (90%) was prepared according to the general procedure for Example 95 substituting 2,6-difluoro-N-(3-(3-methoxyprop-1-ynyl)-1-(phenylsulfonyl)-1H-pyrrolo[2,3-b]pyridin-5-yl)-3-(propylsulfonamido)benzamide for N-(2-(3-(dimethylamino)prop-1-ynyl)-1H-pyrrolo[2,3-b]pyridin-5-yl)-2,6-difluoro-3-(propylsulfonamido)benzamide. 1H NMR (400 MHz, DMSO-d6) δ 11.33 (br s, 1H), 10.83 (s, 1H), 9.79 (br s, 1H), 8.47... The reactants are NC1=C(C(=NO1)C)C(=O)N (5-amino-3-methyl-isoxazole-4-carboxylic acid amide). The solvent is C(CCC)(=O)OC(CCC)=O (butyric anhydride), CCCCCC (hexane). Conditions: temperature 150 celsius, time 0.75 hour. Yields the product C(CCC)(=O)NC1=C(C(=NO1)C)C(=O)N (5-Butyrylamino-3-methyl-isoxazole-4-carboxylic acid amide). The yield is 173.6%. As a reaction SMILES: [NH2:1][C:2]1[O:6][N:5]=[C:4]([CH3:7])[C:3]=1[C:8]([NH2:10])=[O:9]>C(OC(=O)CCC)(=O)CCC.CCCCCC>[C:2]([NH:1][C:2]1[O:6][N:5]=[C:4]([CH3:7])[C:3]=1[C:8]([NH2:10])=[O:9])(=[O:6])[CH2:3][CH2:4][CH3:7]. Reported procedure: A mixture of 5-amino-3-methyl-isoxazole-4-carboxylic acid amide (2 g, 14.18 mmol) in 10 ml of butyric anhydride was stirred at 150° C. for 0.5-1 h. The brown solution was diluted with hexane (100 ml) and cooled to room temperature. The solid crushed out from the mixture was filtered and washed with hexane, dried in vacuo. The title amide (2.6 g) was obtained as white solid. Starting materials: C(Cl)Cl (DCM), CS(=O)(=O)OCCCC#C (pent-4-ynyl methanesulfonate), N1C=NC=C1 (imidazole), C(=O)([O-])[O-].[K+].[K+] (K2CO3). Solvent: CC(CC)=O (2-butanone), O (H2O). Yields the product C(CCC#C)N1C=NC=C1 (1-(pent-4-ynyl)-1H-imidazole). The yield is 53.8%. As a reaction SMILES: CS(O[CH2:6][CH2:7][CH2:8][C:9]#[CH:10])(=O)=O.[NH:11]1[CH:15]=[CH:14][N:13]=[CH:12]1.C([O-])([O-])=O.[K+].[K+].C(Cl)Cl>CC(=O)CC.O>[CH2:6]([N:11]1[CH:15]=[CH:14][N:13]=[CH:12]1)[CH2:7][CH2:8][C:9]#[CH:10] |f:2.3.4|. Reported procedure: A mixture of pent-4-ynyl methanesulfonate (1.06 g), imidazole (534 mg) and K2CO3 (3.66 g) in 2-butanone (11 mL) was heated to reflux overnight. Work-up (DCM, H2O), drying (Na2SO4) and concentration gave 1-(pent-4-ynyl)-1H-imidazole (472 mg). The reactants are O=C([O-])[O-], CN(C)C=O, ClCC=CCCl, [K+], [K+], O=Cc1cc([N+](=O)[O-])ccc1O, O. Yields the product O=Cc1cc([N+](=O)[O-])ccc1OCC=CCCl. As a reaction SMILES: [C:19](=[O:20])([O-:21])[O-:22].[CH3:26][N:27]([CH3:28])[CH:29]=[O:30].[Cl:13][CH2:14][CH:15]=[CH:16][CH2:17][Cl:18].[K+:23].[K+:24].[N+:1](=[O:2])([O-:3])[c:4]1[cH:5][cH:6][c:7]([OH:12])[c:8]([CH:9]=[O:10])[cH:11]1.[OH2:25]>>[N+:1](=[O:2])([O-:3])[c:4]1[cH:5][cH:6][c:7]([O:12][CH2:17][CH:16]=[CH:15][CH2:14][Cl:13])[c:8]([CH:9]=[O:10])[cH:11]1.